This data is from the Open Reaction Database (ORD), a public repository of structured organic reaction records. The task is: describe an organic reaction: reactants, conditions, products, and yield Reactants: COC(=O)C=1N=C(C2=CC(=CC=C2C1O)OC1=C(C=CC=C1)OC)C#N (1-cyano-4-hydroxy-7-(2-methoxy-phenoxy)-isoquinoline-3-carboxylic acid methyl ester), Cl.NC[C@](C(=O)O)(C)O ((S)-3-amino-2-hydroxy-2-methylpropanoic acid hydrochloride), C[O-].[Na+] (NaOMe). The solvent is CO (MeOH). Run at temperature 140 celsius. Yields the product C(#N)C1=NC(=C(C2=CC=C(C=C12)OC1=CC=CC=C1)O)C(=O)NC[C@](C(=O)OC)(C)O ((S)-Methyl 3-(1-cyano-4-hydroxy-7-phenoxyisoquinoline-3-carboxamido)-2-hydroxy-2-methylpropanoate). RXN SMILES: C[O:2][C:3]([C:5]1[N:6]=[C:7]([C:25]#[N:26])[C:8]2[C:13]([C:14]=1[OH:15])=[CH:12][CH:11]=[C:10]([O:16][C:17]1[CH:22]=[CH:21][CH:20]=[CH:19][C:18]=1OC)[CH:9]=2)=O.Cl.[NH2:28][CH2:29][C@@:30]([OH:35])([CH3:34])[C:31]([OH:33])=[O:32].[CH3:36][O-].[Na+]>CO>[C:25]([C:7]1[C:8]2[C:13](=[CH:12][CH:11]=[C:10]([O:16][C:17]3[CH:22]=[CH:21][CH:20]=[CH:19][CH:18]=3)[CH:9]=2)[C:14]([OH:15])=[C:5]([C:3]([NH:28][CH2:29][C@@:30]([OH:35])([CH3:34])[C:31]([O:33][CH3:36])=[O:32])=[O:2])[N:6]=1)#[N:26] |f:1.2,3.4|. Reported procedure: A mixture of 1-cyano-4-hydroxy-7-(2-methoxy-phenoxy)-isoquinoline-3-carboxylic acid methyl ester (20 mg, 0.06 mmol), (S)-3-amino-2-hydroxy-2-methylpropanoic acid hydrochloride (20 mg, 0.13 mmol) and NaOMe (14 mg, 0.25 mmol) in MeOH (2 mL) was heated at 140° C. in a microwave for 2 hours. The solvent was removed in vacuo and the residue oil was purified by flash chromatography (0-50% EtOAc/hexanes) to give the title compound in 9 mg. 1H NMR (CDCl3, 200 MHz): δ=13.78 (s, 1H), 8.39 (d, 1H, J=9.8 Hz... The reactants are FC(C(/C=C/C1=CC=C(C2=CC=CC=C12)CN1C(C2=CC=CC=C2C1=O)=O)C1=CC(=C(C(=C1)Cl)Cl)Cl)(F)F ((E)-2-((4-(4,4,4-trifluoro-3-(3,4,5-trichlorophenyl)but-1-en-1-yl)naphthalen-1-yl)methyl)isoindoline-1,3-dione), O.NN (hydrazine hydrate). Run in CCO (EtOH). Reaction conditions: temperature 80 celsius. Yields the product FC(C(/C=C/C1=CC=C(C2=CC=CC=C12)CN)C1=CC(=C(C(=C1)Cl)Cl)Cl)(F)F ((E)-(4-(4,4,4-Trifluoro-3-(3,4,5-trichlorophenyl)but-1-en-1-yl)naphthalen-1-yl)methanamine), liquid. The yield is 50.0%. RXN SMILES: [F:1][C:2]([F:38])([F:37])[CH:3]([C:28]1[CH:33]=[C:32]([Cl:34])[C:31]([Cl:35])=[C:30]([Cl:36])[CH:29]=1)/[CH:4]=[CH:5]/[C:6]1[C:15]2[C:10](=[CH:11][CH:12]=[CH:13][CH:14]=2)[C:9]([CH2:16][N:17]2C(=O)C3C(=CC=CC=3)C2=O)=[CH:8][CH:7]=1.O.NN>CCO>[F:38][C:2]([F:1])([F:37])[CH:3]([C:28]1[CH:29]=[C:30]([Cl:36])[C:31]([Cl:35])=[C:32]([Cl:34])[CH:33]=1)/[CH:4]=[CH:5]/[C:6]1[C:15]2[C:10](=[CH:11][CH:12]=[CH:13][CH:14]=2)[C:9]([CH2:16][NH2:17])=[CH:8][CH:7]=1 |f:1.2|. Reported procedure: To a stirred solution of (E)-2-((4-(4,4,4-trifluoro-3-(3,4,5-trichlorophenyl)but-1-en-1-yl)naphthalen-1-yl)methyl)isoindoline-1,3-dione (0.4 g, 0.7 mmol) in EtOH was added hydrazine hydrate (0.18 g, 3.5 mmol), and the resultant reaction mixture was heated at 80° C. for 2 h. The reaction mixture was filtered, and the filtrate was concentrated. The residue was dissolved in CH2Cl2, and the solution was washed with brine, dried over Na2SO4, and concentrated under reduced pressure. The title compound... The reactants are CSc1ncc2ccc(Br)n2n1, CN(C)C=O, C[Sn](C)(C)c1ccccn1, CCOC(C)=O, c1ccc(P(c2ccccc2)(c2ccccc2)[Pd](P(c2ccccc2)(c2ccccc2)c2ccccc2)(P(c2ccccc2)(c2ccccc2)c2ccccc2)P(c2ccccc2)(c2ccccc2)c2ccccc2)cc1. Reaction SMILES: [Br:16][c:17]1[cH:18][cH:19][c:20]2[cH:21][n:22][c:23]([S:26][CH3:27])[n:24][n:25]12.[CH3:11][N:12]([CH3:13])[CH:14]=[O:15].[CH3:1][Sn:2]([c:3]1[n:4][cH:5][cH:6][cH:7][cH:8]1)([CH3:9])[CH3:10].[CH3:28][CH2:29][O:30][C:31]([CH3:32])=[O:33].[cH:34]1[cH:35][cH:36][c:37]([P:38]([Pd:39]([P:40]([c:41]2[cH:42][cH:43][cH:44][cH:45][cH:46]2)([c:47]2[cH:48][cH:49][cH:50][cH:51][cH:52]2)[c:53]2[cH:54][cH:55][cH:56][cH:57][cH:58]2)([P:59]([c:60]2[cH:61][cH:62][cH:63][cH:64][cH:65]2)([c:66]2[cH:67][cH:68][cH:69][cH:70][cH:71]2)[c:72]2[cH:73][cH:74][cH:75][cH:76][cH:77]2)[P:78]([c:79]2[cH:80][cH:81][cH:82][cH:83][cH:84]2)([c:85]2[cH:86][cH:87][cH:88][cH:89][cH:90]2)[c:91]2[cH:92][cH:93][cH:94][cH:95][cH:96]2)([c:97]2[cH:98][cH:99][cH:100][cH:101][cH:102]2)[c:103]2[cH:104][cH:105][cH:106][cH:107][cH:108]2)[cH:109][cH:110]1>>[c:3]1(-[c:17]2[cH:18][cH:19][c:20]3[cH:21][n:22][c:23]([S:26][CH3:27])[n:24][n:25]23)[n:4][cH:5][cH:6][cH:7][cH:8]1. The product is CSc1ncc2ccc(-c3ccccn3)n2n1. Starting materials: C[C@]12CC[C@H]3[C@H]([C@@H]1CCC2=O)CC=C4[C@@]3(CC[C@@H](C4)O)C (dehydroisoandrosterone), O1C(C[C@@H](CC1O)C(C)C)[C@@H](C)[C@H]1CC([C@@H]2[C@@H]3CCC4CC(CC[C@]4(C)[C@H]3CC[C@]12C)O)=O (22,29-Epoxy-3,29-dihydroxy-14β-stigmastan-15-one). Product: [C].[C] (carbon carbon), C[C@]12CC[C@H]3[C@H]([C@@H]1CCC2=O)CC=C4[C@@]3(CC[C@@H](C4)O)C (dehydroisoandrosterone), compound 250. Reaction SMILES: O1C(O)C[C@@H](C(C)C)C[CH:2]1[C@H]([C@@H]1[C@]2(C)[C@@H]([C@H]3[C@H](CC2)[C@]2(C)C(CC(O)CC2)CC3)C(=O)C1)C.[CH3:34][C@@:35]12[C:43](=[O:44])[CH2:42][CH2:41][C@H:40]1[C@@H:39]1[CH2:45][CH:46]=[C:47]3[CH2:52][C@@H:51]([OH:53])[CH2:50][CH2:49][C@:48]3([CH3:54])[C@H:38]1[CH2:37][CH2:36]2>>[C:2].[C:34].[CH3:34][C@@:35]12[C:43](=[O:44])[CH2:42][CH2:41][C@H:40]1[C@@H:39]1[CH2:45][CH:46]=[C:47]3[CH2:52][C@@H:51]([OH:53])[CH2:50][CH2:49][C@:48]3([CH3:54])[C@H:38]1[CH2:37][CH2:36]2 |f:2.3|. Procedure details: The synthesis of 22,29-epoxy-3,29-dihydroxy-14β-stigmastan-15-one (260) can be accomplished in ten steps from dehydroisoandrosterone (247). Catalytic hydrogenation of the Δ5 carbon-carbon double bond in compound 247 yields compound 250, which contains a trans-fused A/B ring-system. Compound 247 is dissolved in EtOAc and 10% Pd/C is added. The mixture is stirred under H2 at room temperature overnight. Filtration through celite and concentration yields compound 250, which can be used directly in t... The reactants are BrCc1ccsn1, C1CCOC1, CCN. Yields the product CCNCc1ccsn1. RXN SMILES: [Br:1][CH2:2][c:3]1[n:4][s:5][cH:6][cH:7]1.[CH2:11]1[O:12][CH2:13][CH2:14][CH2:15]1.[CH3:8][CH2:9][NH2:10]>>[CH2:2]([c:3]1[n:4][s:5][cH:6][cH:7]1)[NH:10][CH2:9][CH3:8]. Starting materials: C(C)(=O)Cl (acetyl chloride), C(C)(=O)Cl (acetyl chloride), FC(C(=O)O)(F)F.NCCCCCNC1(C(N(C2=CC=C(C=C12)Cl)S(=O)(=O)C1=CC=C(C=C1)NC(=O)N(CC)CC)=O)C1=C(C=CC=C1)Cl (3-[(5-Aminopentyl)amino]-5-chloro-3-(2-chlorophenyl)-1-[4-(N',N'-diethylureido)benzenesulfonyl]-1,3-dihydroindol-2-one trifluoroacetate), N1=CC=CC=C1 (pyridine). Solvent: C(Cl)Cl (DCM), C(Cl)Cl (DCM). Run at time 1 hour. The product is C(C)(=O)NCCCCCNC1(C(N(C2=CC=C(C=C12)Cl)S(=O)(=O)C1=CC=C(C=C1)NC(=O)N(CC)CC)=O)C1=C(C=CC=C1)Cl (3-[[5-(Acetylamino)pentyl]amino]-5-chloro-3-(2-chlorophenyl)-1-[4-(N',N'-diethylureido)benzenesulfonyl]-1,3-dihydroindol-2-one). The yield is 56.1%. RXN SMILES: [C:1](Cl)(=[O:3])[CH3:2].FC(F)(F)C(O)=O.[NH2:12][CH2:13][CH2:14][CH2:15][CH2:16][CH2:17][NH:18][C:19]1([C:47]2[CH:52]=[CH:51][CH:50]=[CH:49][C:48]=2[Cl:53])[C:27]2[C:22](=[CH:23][CH:24]=[C:25]([Cl:28])[CH:26]=2)[N:21]([S:29]([C:32]2[CH:37]=[CH:36][C:35]([NH:38][C:39]([N:41]([CH2:44][CH3:45])[CH2:42][CH3:43])=[O:40])=[CH:34][CH:33]=2)(=[O:31])=[O:30])[C:20]1=[O:46].N1C=CC=CC=1>C(Cl)Cl>[C:1]([NH:12][CH2:13][CH2:14][CH2:15][CH2:16][CH2:17][NH:18][C:19]1([C:47]2[CH:52]=[CH:51][CH:50]=[CH:49][C:48]=2[Cl:53])[C:27]2[C:22](=[CH:23][CH:24]=[C:25]([Cl:28])[CH:26]=2)[N:21]([S:29]([C:32]2[CH:37]=[CH:36][C:35]([NH:38][C:39]([N:41]([CH2:44][CH3:45])[CH2:42][CH3:43])=[O:40])=[CH:34][CH:33]=2)(=[O:31])=[O:30])[C:20]1=[O:46])(=[O:3])[CH3:2] |f:1.2|. Reported procedure: A solution of 0.034 g of acetyl chloride in 0.5 ml of DCM is added at RT to a solution of 0.276 g of the compound obtained in EXAMPLE 199, in the form of the free base, and 2 ml of pyridine in 2 ml of DCM and the mixture is stirred for 1 hour. A further 0.034 g of acetyl chloride is added and the reaction mixture is stirred for 30 minutes at RT and concentrated under vacuum. The residue is taken up with AcOEt, the organic phase is washed with water and with a saturated solution of NaCl and dried... The reactants are N#N (N2), CC=1OC(=C(N1)C(=O)Cl)C=1C=C(C=CC1)C (2-methyl-5-m-tolyl-oxazole-4-carbonyl chloride), C(C)(C)(C)OC(NC=1N=C(OC1)CCCCC(C)(F)F)=O ([2-(5,5-difluoro-hexyl)-oxazol-4-yl]-carbamic acid tert-butyl ester), [H-].[Na+] (NaH). Solvent: O (Water), C1CCOC1 (THF), C1CCOC1 (THF), C1CCOC1 (THF). Reaction conditions: temperature 0 celsius, time 30 minute. The product is C(C)(C)(C)OC(N(C(=O)C=1N=C(OC1C=1C=C(C=CC1)C)C)C=1N=C(OC1)CCCCC(C)(F)F)=O ([2-(5,5-Difluoro-hexyl)-oxazol-4-yl]-(2-methyl-5-m-tolyl-oxazole-4-carbonyl)-carbamic acid tert-butyl ester). As a reaction SMILES: N#N.[C:3]([O:7][C:8](=[O:23])[NH:9][C:10]1[N:11]=[C:12]([CH2:15][CH2:16][CH2:17][CH2:18][C:19]([F:22])([F:21])[CH3:20])[O:13][CH:14]=1)([CH3:6])([CH3:5])[CH3:4].[H-].[Na+].[CH3:26][C:27]1[O:28][C:29]([C:35]2[CH:36]=[C:37]([CH3:41])[CH:38]=[CH:39][CH:40]=2)=[C:30]([C:32](Cl)=[O:33])[N:31]=1>C1COCC1.O>[C:3]([O:7][C:8](=[O:23])[N:9]([C:10]1[N:11]=[C:12]([CH2:15][CH2:16][CH2:17][CH2:18][C:19]([F:22])([F:21])[CH3:20])[O:13][CH:14]=1)[C:32]([C:30]1[N:31]=[C:27]([CH3:26])[O:28][C:29]=1[C:35]1[CH:36]=[C:37]([CH3:41])[CH:38]=[CH:39][CH:40]=1)=[O:33])([CH3:6])([CH3:4])[CH3:5] |f:2.3|. Reported procedure: In a flame dried round-bottomed flask equipped with a magnetic stir bar and under inert atmosphere (N2), a solution of [2-(5,5-difluoro-hexyl)-oxazol-4-yl]-carbamic acid tert-butyl ester (74 mg, 0.24 mL) in THF (2.0 mL) was added to a suspension of NaH (26 mg, 0.60 mmol) in THF (0.5 mL) at 0° C. The resulting suspension was stirred at 0° C. for 5 min and at rt for 30 min. It was cooled to 0° C. and treated dropwise with a solution of the above prepared 2-methyl-5-m-tolyl-oxazole-4-carbonyl chlor...